This data is from the Open Reaction Database (ORD), a public repository of structured organic reaction records. The task is: describe an organic reaction: reactants, conditions, products, and yield Reactants: N1N=NN=C1C=1C=C(COCC2(CCN(CC2)C(=O)OC(C)(C)C)C2=CC=CC=C2)C=C(C1)C(F)(F)F (tert-Butyl 4-((3-(1H-tetrazol-5-yl)-5-(trifluoromethyl)benzyloxy)methyl)-4-phenylpiperidine-1-carboxylate), C([O-])([O-])=O.[K+].[K+] (potassium carbonate), C1(=CC=CC=C1)C1CCN(CC1)C(=O)[O-] (4-phenylpiperidine-1-carboxylate), CN1N=C(N=N1)C=1C=C(COCC2(CCN(CC2)C(=O)OC(C)(C)C)C2=CC=CC=C2)C=C(C1)C(F)(F)F (tert-Butyl 4-((3-(2-methyl-2H-tetrazol-5-yl)-5-(trifluoromethyl)benzyloxy)methyl)-4-phenylpiperidine-1-carboxylate). Solvent: CC(=O)C (acetone). The product is CN1N=NN=C1C=1C=C(COCC2(CCN(CC2)C(=O)OC(C)(C)C)C2=CC=CC=C2)C=C(C1)C(F)(F)F (tert-Butyl 4-((3-(1-methyl-1H-tetrazol-5-yl)-5-(trifluoromethyl)benzyloxy)methyl)-4-phenylpiperidine-1-carboxylate), C1(=CC=CC=C1)C1CCN(CC1)C(=O)[O-] (4-phenylpiperidine-1-carboxylate). The yield is 60.0%. As a reaction SMILES: [C:1]1(C2CCN(C([O-])=O)CC2)C=CC=CC=1.C[N:17]1[N:21]=[N:20][C:19]([C:22]2[CH:23]=[C:24]([CH:47]=[C:48]([C:50]([F:53])([F:52])[F:51])[CH:49]=2)[CH2:25][O:26][CH2:27][C:28]2([C:41]3[CH:46]=[CH:45][CH:44]=[CH:43][CH:42]=3)[CH2:33][CH2:32][N:31]([C:34]([O:36][C:37]([CH3:40])([CH3:39])[CH3:38])=[O:35])[CH2:30][CH2:29]2)=[N:18]1.N1C(C2C=C(C=C(C(F)(F)F)C=2)COC[C:65]2([C:78]3[CH:83]=[CH:82][CH:81]=[CH:80][CH:79]=3)[CH2:70][CH2:69][N:68]([C:71]([O:73]C(C)(C)C)=[O:72])[CH2:67][CH2:66]2)=NN=N1.C(=O)([O-])[O-].[K+].[K+]>CC(C)=O>[CH3:1][N:20]1[C:19]([C:22]2[CH:23]=[C:24]([CH:47]=[C:48]([C:50]([F:51])([F:52])[F:53])[CH:49]=2)[CH2:25][O:26][CH2:27][C:28]2([C:41]3[CH:42]=[CH:43][CH:44]=[CH:45][CH:46]=3)[CH2:33][CH2:32][N:31]([C:34]([O:36][C:37]([CH3:40])([CH3:39])[CH3:38])=[O:35])[CH2:30][CH2:29]2)=[N:18][N:17]=[N:21]1.[C:78]1([CH:65]2[CH2:66][CH2:67][N:68]([C:71]([O-:73])=[O:72])[CH2:69][CH2:70]2)[CH:79]=[CH:80][CH:81]=[CH:82][CH:83]=1 |f:3.4.5|. Procedure details: tert-Butyl 443-(1-methyl-1H-tetrazol-5-yl)-5-(trifluoromethyl)benzyloxy)methyl)-4-phenylpiperidine-1-carboxylate and tert-Butyl 4-((3-(2-methyl-2H-tetrazol-5-yl)-5-(trifluoromethyl)benzyloxy)methyl)-4-phenylpiperidine-1-carboxylate. tert-Butyl 4-((3-(1H-tetrazol-5-yl)-5-(trifluoromethyl)benzyloxy)methyl)-4-phenylpiperidine-1-carboxylate (80 mg, 0.15 mmol) methyl iodide (10.0 μL, 0.15 mmol) and potassium carbonate (21.0 mg, 0.15 mmol) were combined in acetone (1.5 mL) and heated at reflux overnig...